Dataset: the Open Reaction Database (ORD), a public repository of structured organic reaction records. Task: describe an organic reaction: reactants, conditions, products, and yield The reactants are O=C(O)Cc1cc(F)cc(F)c1, COc1ccc(CN)cc1. The reagents and catalysts are CN1CC[N+](=C1Cl)C.F[P-](F)(F)(F)(F)F (CIP), CCN(C(C)C)C(C)C (DIPEA), C1=CC2=C(N=C1)N(N=N2)O (HOAt). Solvent: CN(C)C=O (DMF), CN(C)C=O (DMF), CN(C)C=O (DMF), CN(C)C=O (DMF), CN(C)C=O (DMF), CN(C)C=O (DMF). Conditions: temperature 25 celsius, time 2 hour. Product: COc1ccc(CNC(=O)Cc2cc(F)cc(F)c2)cc1. Yield: 0.1%. Reaction SMILES: COc1ccc(CN)cc1.O=C(O)Cc1cc(F)cc(F)c1.CN1CC[N+](=C1Cl)C.F[P-](F)(F)(F)(F)F.C1=CC2=C(N=C1)N(N=N2)O.CCN(C(C)C)C(C)C.CN(C)C=O>>COc1ccc(CNC(=O)Cc2cc(F)cc(F)c2)cc1. The reactants are BrC1=CC=CC2=C1C(N(CC=1N2C=NC1I)C)=O (7-bromo-4,5-dihydro-3-iodo-5-methyl-6H-imidazo[1,5-a][1,4]benzodiazepin-6-one), CC(C)(C#C)O (2-methyl-3-butyn-2-ol). The reagents and catalysts are Cl[Pd]([P](C1=CC=CC=C1)(C2=CC=CC=C2)C3=CC=CC=C3)([P](C4=CC=CC=C4)(C5=CC=CC=C5)C6=CC=CC=C6)Cl (bis-(triphenylphosphine)-palladium(II) dichloride), [Cu]I (copper(I) iodide). Run in C(C)NCC (diethylamine). Product: BrC1=CC=CC2=C1C(N(CC=1N2C=NC1C#CC(C)(C)O)C)=O (7-bromo-4,5-dihydro-3-(3-hydroxy-3-methyl-1-butynyl)-5-methyl-6H-imidazo[1,5-a][1,4]benzodiazepin-6-one). RXN SMILES: [Br:1][C:2]1[C:7]2[C:8](=[O:18])[N:9]([CH3:17])[CH2:10][C:11]3[N:12]([CH:13]=[N:14][C:15]=3I)[C:6]=2[CH:5]=[CH:4][CH:3]=1.[CH3:19][C:20]([OH:24])([C:22]#[CH:23])[CH3:21]>C(NCC)C.Cl[Pd](Cl)([P](C1C=CC=CC=1)(C1C=CC=CC=1)C1C=CC=CC=1)[P](C1C=CC=CC=1)(C1C=CC=CC=1)C1C=CC=CC=1.[Cu]I>[Br:1][C:2]1[C:7]2[C:8](=[O:18])[N:9]([CH3:17])[CH2:10][C:11]3[N:12]([CH:13]=[N:14][C:15]=3[C:23]#[C:22][C:20]([OH:24])([CH3:21])[CH3:19])[C:6]=2[CH:5]=[CH:4][CH:3]=1 |^1:32,51|. Procedure details: 3.74 g (8.95 mmol) of 7-bromo-4,5-dihydro-3-iodo-5-methyl-6H-imidazo[1,5-a][1,4]benzodiazepin-6-one was stirred at the boiling temperature for 1.5 hours with 0.80 g (9.5 mmol) of 2-methyl-3-butyn-2-ol, 70 mg of bis-(triphenylphosphine)-palladium(II) dichloride and 10 mg of copper(I) iodide in 30 ml of diethylamine. The reaction mixture was evaporated and the residue was chromatographed on silica gel while eluting with ethyl acetate. After recrystallization of the residue, which remains behind up... The reactants are ClCCl, [N-]=[N+]=[N-], [Na+], OCc1cccnc1N1CCOCC1, O=S(Cl)Cl. The product is [N-]=[N+]=NCc1cccnc1N1CCOCC1. Reaction SMILES: [Cl:23][CH2:24][Cl:25].[N-:20]=[N+:21]=[N-:22].[Na+:19].[O:1]1[CH2:2][CH2:3][N:4]([c:7]2[n:8][cH:9][cH:10][cH:11][c:12]2[CH2:13][OH:14])[CH2:5][CH2:6]1.[S:15]([Cl:16])([Cl:17])=[O:18]>>[O:1]1[CH2:2][CH2:3][N:4]([c:7]2[n:8][cH:9][cH:10][cH:11][c:12]2[CH2:13][N:20]=[N+:21]=[N-:22])[CH2:5][CH2:6]1. The reactants are C(C)(=O)N1C(C(C2=CC(=C(C=C12)OC)OC)=C(C1=CC=CC=C1)OCC)=O (1-acetyl-3-(1-ethoxy-1-phenyl-methylidene)-5,6-dimethoxy-2-indolinone), CN(C)CC=1C=C(N)C=CC1 (3-(dimethylaminomethyl)-aniline). The product is CN(C)CC=1C=C(N\C(\C2=CC=CC=C2)=C\2/C(NC3=CC(=C(C=C23)OC)OC)=O)C=CC1 (3-(Z)-{1-[3-(dimethylamino-methyl)-anilino]-1-phenyl-methylidene)-5,6-dimethoxy-2-indolinone). As a reaction SMILES: C([N:4]1[C:12]2[C:7](=[CH:8][C:9]([O:15][CH3:16])=[C:10]([O:13][CH3:14])[CH:11]=2)[C:6](=[C:17](OCC)[C:18]2[CH:23]=[CH:22][CH:21]=[CH:20][CH:19]=2)[C:5]1=[O:27])(=O)C.[CH3:28][N:29]([CH2:31][C:32]1[CH:33]=[C:34]([CH:36]=[CH:37][CH:38]=1)[NH2:35])[CH3:30]>>[CH3:30][N:29]([CH2:31][C:32]1[CH:33]=[C:34]([CH:36]=[CH:37][CH:38]=1)[NH:35]/[C:17](=[C:6]1\[C:5](=[O:27])[NH:4][C:12]2[C:7]\1=[CH:8][C:9]([O:15][CH3:16])=[C:10]([O:13][CH3:14])[CH:11]=2)/[C:18]1[CH:19]=[CH:20][CH:21]=[CH:22][CH:23]=1)[CH3:28]. Reported procedure: Prepared from 1-acetyl-3-(1-ethoxy-1-phenyl-methylidene)-5,6-dimethoxy-2-indolinone and 3-(dimethylaminomethyl)-aniline Starting materials: O=C(c1cnc(C2(O)CCC3(CC2)OCCO3)s1)N1CCCC1, O=S(Cl)Cl, c1ccncc1. Product: O=C(c1cnc(C2(Cl)CCC3(CC2)OCCO3)s1)N1CCCC1. Reaction SMILES: [N:1]1([C:6](=[O:7])[c:8]2[cH:9][n:10][c:11]([C:13]3([OH:23])[CH2:14][CH2:15][C:16]4([O:17][CH2:18][CH2:19][O:20]4)[CH2:21][CH2:22]3)[s:12]2)[CH2:2][CH2:3][CH2:4][CH2:5]1.[S:24]([Cl:25])([Cl:26])=[O:27].[cH:28]1[cH:29][cH:30][n:31][cH:32][cH:33]1>>[N:1]1([C:6](=[O:7])[c:8]2[cH:9][n:10][c:11]([C:13]3([Cl:26])[CH2:14][CH2:15][C:16]4([O:17][CH2:18][CH2:19][O:20]4)[CH2:21][CH2:22]3)[s:12]2)[CH2:2][CH2:3][CH2:4][CH2:5]1. Reactants: ClC1=C(C=C(C=C1)O)[N+](=O)[O-] (4-chloro-3-nitro-phenol), BrCC1=CC(=CC=C1)C (1-Bromomethyl-3-methyl-benzene). The product is ClC1=C(C=C(C=C1)OCC1=CC(=CC=C1)C)[N+](=O)[O-] (1-Chloro-4-(3-methyl-benzyloxy)-2-nitro-benzene). Reaction SMILES: [Cl:1][C:2]1[CH:7]=[CH:6][C:5]([OH:8])=[CH:4][C:3]=1[N+:9]([O-:11])=[O:10].Br[CH2:13][C:14]1[CH:19]=[CH:18][CH:17]=[C:16]([CH3:20])[CH:15]=1>>[Cl:1][C:2]1[CH:7]=[CH:6][C:5]([O:8][CH2:13][C:14]2[CH:19]=[CH:18][CH:17]=[C:16]([CH3:20])[CH:15]=2)=[CH:4][C:3]=1[N+:9]([O-:11])=[O:10]. Procedure details: A solution of 4-chloro-3-nitro-phenol was reacted with 1-Bromomethyl-3-methyl-benzene using the conditions described in Example 10C to provide 1-Chloro-4-(3-methyl-benzyloxy)-2-nitro-benzene which was treated sequentially using the procedures from Examples 10D and 10E to provide the title product. Starting materials: C(C)OC(CSC=1C(=NC(=NC1)Cl)N)=O (ethyl[(4-amino-2-chloro-5-pyrimidinyl)thio]acetate), C([O-])([O-])=O.[Cs+].[Cs+] (Cesium carbonate). The solvent is C(C)O (ethanol). Reaction conditions: temperature 70 celsius. Product: ClC1=NC=C2SCC(N=C2N1)=O (2-Chloro-1H-pyrimido[5,4-b][1,4]thiazin-7(6H)-one). Reaction SMILES: C([O:3][C:4](=O)[CH2:5][S:6][C:7]1[C:8]([NH2:14])=[N:9][C:10]([Cl:13])=[N:11][CH:12]=1)C.C(=O)([O-])[O-].[Cs+].[Cs+]>C(O)C>[Cl:13][C:10]1[NH:9][C:8]2[C:7]([S:6][CH2:5][C:4](=[O:3])[N:14]=2)=[CH:12][N:11]=1 |f:1.2.3|. Procedure: A suspension of ethyl[(4-amino-2-chloro-5-pyrimidinyl)thio]acetate (0.786 g, 3.17 mmol) in ethanol (50 ml) was heated to 70° C. Cesium carbonate (1.034 g, 3.17 mmol) was added and the solution was heated for a further 5 minutes. A white solid precipitated out of solution almost immediately. The solution was concentrated under reduced pressure. The residue was dissolved in water and brought to pH=5 with 1N HCl. The aqueous layer was extracted with CH2Cl2 (2×). The organic layers were combined, dr...